Task: describe an organic reaction: reactants, conditions, products, and yield. Dataset: the Open Reaction Database (ORD), a public repository of structured organic reaction records RXN SMILES: [CH3:28][CH2:29][O:30][C:31]([CH3:32])=[O:33].[CH3:34][OH:35].[CH:1]([CH3:2])([CH3:3])[c:4]1[c:5]([CH3:27])[cH:6][c:7]([NH:10][C:11]([c:12]2[cH:13][c:14]([CH:18]=[CH:19][C:20]([N:21]([CH3:22])[O:23][CH3:24])=[O:25])[cH:15][cH:16][cH:17]2)=[O:26])[cH:8][cH:9]1>>[CH:1]([CH3:2])([CH3:3])[c:4]1[c:5]([CH3:27])[cH:6][c:7]([NH:10][C:11]([c:12]2[cH:13][c:14]([CH2:18][CH2:19][C:20]([N:21]([CH3:22])[O:23][CH3:24])=[O:25])[cH:15][cH:16][cH:17]2)=[O:26])[cH:8][cH:9]1. Product: CON(C)C(=O)CCc1cccc(C(=O)Nc2ccc(C(C)C)c(C)c2)c1. The reactants are CCOC(C)=O, CO, CON(C)C(=O)C=Cc1cccc(C(=O)Nc2ccc(C(C)C)c(C)c2)c1. Starting materials: [OH-].[K+] (KOH), solution, (NH4)2Ce(NO3)6, C(CCC)C=1NC(=C(N1)Cl)CO (2-butyl-4-chloro-5-hydroxymethylimidazole). Solvent: O (H2O), C(C)(=O)O (acetic acid). Run at time 2.5 hour. Product: C(CCC)C=1NC(=C(N1)Cl)C=O (2-Butyl-4-chloro-5-formylimidazole). The yield is 91.0%. As a reaction SMILES: [CH2:1]([C:5]1[NH:6][C:7]([CH2:11][OH:12])=[C:8]([Cl:10])[N:9]=1)[CH2:2][CH2:3][CH3:4].[OH-].[K+]>O.C(O)(=O)C>[CH2:1]([C:5]1[NH:6][C:7]([CH:11]=[O:12])=[C:8]([Cl:10])[N:9]=1)[CH2:2][CH2:3][CH3:4] |f:1.2|. Procedure: 305 ml of a 1M solution of (NH4)2Ce(NO3)6 in H2O are added slowly at 10°-15° C. to 20 g (0.106 mol) of 2-butyl-4-chloro-5-hydroxymethylimidazole in 350 ml of glacial acetic acid. After 2.5 h at RT, the pH is adjusted to 4 with 2N KOH (20° C. during addition of the base). After extraction 4x with 500 ml of CH2Cl2 each time the combined organic extracts are washed 3x with 300 ml of saturated aqueous NaHCO3 solution each time, dried with Na2SO4 and concentrated, resulting in the title compound as a... Starting materials: BrB(Br)Br, CO, CC(C)O, ClCCl, COc1ccc(-c2noc3cc(F)ccc23)cc1. The product is Oc1ccc(-c2noc3cc(F)ccc23)cc1. As a reaction SMILES: [B:1]([Br:2])([Br:3])[Br:4].[CH3:23][OH:24].[CH:28]([OH:29])([CH3:30])[CH3:31].[Cl:25][CH2:26][Cl:27].[F:5][c:6]1[cH:7][c:8]2[c:9]([c:10](-[c:13]3[cH:14][cH:15][c:16]([O:19][CH3:20])[cH:17][cH:18]3)[n:11][o:12]2)[cH:21][cH:22]1>>[F:5][c:6]1[cH:7][c:8]2[c:9]([c:10](-[c:13]3[cH:14][cH:15][c:16]([OH:19])[cH:17][cH:18]3)[n:11][o:12]2)[cH:21][cH:22]1. The reactants are Cl.N[C@H]1CCC2=C(C=CC=C12)C1=NN=C(S1)C=1C=CC(=C(C#N)C1)OC(C)C ((S)-5-(5-(1-amino-2,3-dihydro-1H-inden-4-yl)-1,3,4-thiadiazol-2-yl)-2-isopropoxybenzonitrile hydrochloride), S(=O)(=O)(N)N (sulfamide). Solvent: O1CCOCC1 (dioxane). Run at temperature 90 celsius, time 16 hour. The product is C(#N)C=1C=C(C=CC1OC(C)C)C1=NN=C(S1)C1=C2CC[C@@H](C2=CC=C1)NS(=O)(=O)N ((S)-N-(4-(5-(3-cyano-4-isopropoxyphenyl)-1,3,4-thiadiazol-2-yl)-2,3-dihydro-1H-inden-1-yl)sulfamide). Isolated yield 58.2%. RXN SMILES: Cl.[NH2:2][C@@H:3]1[C:11]2[C:6](=[C:7]([C:12]3[S:16][C:15]([C:17]4[CH:18]=[CH:19][C:20]([O:25][CH:26]([CH3:28])[CH3:27])=[C:21]([CH:24]=4)[C:22]#[N:23])=[N:14][N:13]=3)[CH:8]=[CH:9][CH:10]=2)[CH2:5][CH2:4]1.[S:29](N)([NH2:32])(=[O:31])=[O:30]>O1CCOCC1>[C:22]([C:21]1[CH:24]=[C:17]([C:15]2[S:16][C:12]([C:7]3[CH:8]=[CH:9][CH:10]=[C:11]4[C:6]=3[CH2:5][CH2:4][C@@H:3]4[NH:2][S:29]([NH2:32])(=[O:31])=[O:30])=[N:13][N:14]=2)[CH:18]=[CH:19][C:20]=1[O:25][CH:26]([CH3:28])[CH3:27])#[N:23] |f:0.1|. Procedure: Prepared using General Procedure 18: To (S)-5-(5-(1-amino-2,3-dihydro-1H-inden-4-yl)-1,3,4-thiadiazol-2-yl)-2-isopropoxybenzonitrile hydrochloride 4 (25 mg, 0.06 mmol) in dioxane (1 mL) was added sulfamide (30 mg, 0.3 mmol) and the mixture was heated to 90° C. After 16 h, the solvent was evaporated and the residue was purified by column chromatography. Additional purification by recrystallization from MeOH provided 15.9 mg (26%) of (S)-N-(4-(5-(3-cyano-4-isopropoxyphenyl)-1,3,4-thiadiazol-2-yl)-...